From a dataset of the Open Reaction Database (ORD), a public repository of structured organic reaction records. describe an organic reaction: reactants, conditions, products, and yield Reactants: COC(=O)c1ccnc2cc(Br)ccc12, CC1(C)OB(c2ccc(O)cc2)OC1(C)C, CCOC(C)=O, [K+], [K+], [K+], C1COCCO1, O, O=P([O-])([O-])[O-], c1ccc(P(c2ccccc2)c2ccccc2)cc1. The product is COC(=O)c1ccnc2cc(-c3ccc(O)cc3)ccc12. Reaction SMILES: [Br:1][c:2]1[cH:3][cH:4][c:5]2[c:6]([C:12](=[O:13])[O:14][CH3:15])[cH:7][cH:8][n:9][c:10]2[cH:11]1.[CH3:16][C:17]1([CH3:18])[C:19]([CH3:20])([CH3:21])[O:22][B:23]([c:24]2[cH:25][cH:26][c:27]([OH:30])[cH:28][cH:29]2)[O:31]1.[CH3:66][CH2:67][O:68][C:69]([CH3:70])=[O:71].[K+:56].[K+:57].[K+:58].[O:60]1[CH2:61][CH2:62][O:63][CH2:64][CH2:65]1.[OH2:59].[P:51]([O-:52])([O-:53])([O-:54])=[O:55].[c:32]1([P:33]([c:34]2[cH:35][cH:36][cH:37][cH:38][cH:39]2)[c:40]2[cH:41][cH:42][cH:43][cH:44][cH:45]2)[cH:46][cH:47][cH:48][cH:49][cH:50]1>>[c:2]1(-[c:24]2[cH:25][cH:26][c:27]([OH:30])[cH:28][cH:29]2)[cH:3][cH:4][c:5]2[c:6]([C:12](=[O:13])[O:14][CH3:15])[cH:7][cH:8][n:9][c:10]2[cH:11]1. Reactants: CS(=O)c1nccc(-c2cn(Cc3ccccc3C#N)c(=O)n2-c2ccc(F)cc2)n1, NCCCO, C1COCCO1. Yields the product N#Cc1ccccc1Cn1cc(-c2ccnc(NCCCO)n2)n(-c2ccc(F)cc2)c1=O. As a reaction SMILES: [C:1](#[N:2])[c:3]1[c:4]([CH2:5][n:6]2[c:7](=[O:27])[n:8](-[c:20]3[cH:21][cH:22][c:23]([F:26])[cH:24][cH:25]3)[c:9](-[c:11]3[n:12][c:13]([S:17]([CH3:18])=[O:19])[n:14][cH:15][cH:16]3)[cH:10]2)[cH:28][cH:29][cH:30][cH:31]1.[NH2:32][CH2:33][CH2:34][CH2:35][OH:36].[O:37]1[CH2:38][CH2:39][O:40][CH2:41][CH2:42]1>>[C:1](#[N:2])[c:3]1[c:4]([CH2:5][n:6]2[c:7](=[O:27])[n:8](-[c:20]3[cH:21][cH:22][c:23]([F:26])[cH:24][cH:25]3)[c:9](-[c:11]3[n:12][c:13]([NH:32][CH2:33][CH2:34][CH2:35][OH:36])[n:14][cH:15][cH:16]3)[cH:10]2)[cH:28][cH:29][cH:30][cH:31]1. Reactants: CCCCCCCCNC(=O)N1CCC(Nc2ccc(CCNCC(O)COc3ccc(OCc4ccccc4)c4c3CCC(=O)N4)cc2)CC1, CCO, [H][H]. The product is CCCCCCCCNC(=O)N1CCC(Nc2ccc(CCNCC(O)COc3ccc(O)c4c3CCC(=O)N4)cc2)CC1. RXN SMILES: [CH2:1]([c:2]1[cH:3][cH:4][cH:5][cH:6][cH:7]1)[O:8][c:9]1[cH:10][cH:11][c:12]([O:20][CH2:21][CH:22]([CH2:23][NH:24][CH2:25][CH2:26][c:27]2[cH:28][cH:29][c:30]([NH:31][CH:32]3[CH2:33][CH2:34][N:35]([C:38](=[O:39])[NH:40][CH2:41][CH2:42][CH2:43][CH2:44][CH2:45][CH2:46][CH2:47][CH3:48])[CH2:36][CH2:37]3)[cH:49][cH:50]2)[OH:51])[c:13]2[c:18]1[NH:17][C:16](=[O:19])[CH2:15][CH2:14]2.[CH3:54][CH2:55][OH:56].[H:52][H:53]>>[OH:8][c:9]1[cH:10][cH:11][c:12]([O:20][CH2:21][CH:22]([CH2:23][NH:24][CH2:25][CH2:26][c:27]2[cH:28][cH:29][c:30]([NH:31][CH:32]3[CH2:33][CH2:34][N:35]([C:38](=[O:39])[NH:40][CH2:41][CH2:42][CH2:43][CH2:44][CH2:45][CH2:46][CH2:47][CH3:48])[CH2:36][CH2:37]3)[cH:49][cH:50]2)[OH:51])[c:13]2[c:18]1[NH:17][C:16](=[O:19])[CH2:15][CH2:14]2. Reactants: C1(CC1)B(O)O (Cyclopropylboronic acid), C1(CCCCC1)P(C1CCCCC1)C1CCCCC1 (tricyclohexylphosphine), P(=O)([O-])([O-])[O-].[K+].[K+].[K+] (potassium phosphate), BrC=1C=CC(=NC1)C(=O)OC(C)(C)C (tert-butyl 5-bromopyridine-2-carboxylate). Reagents/catalysts: C(C)(=O)[O-].[Pd+2].C(C)(=O)[O-] (palladium acetate). The solvent is C1(=CC=CC=C1)C (toluene), O (water), O (water). Run at temperature 100 celsius, time 30 minute. The product is C1(CC1)C=1C=CC(=NC1)C(=O)OC(C)(C)C (tert-butyl 5-cyclopropyl-pyridine-2-carboxylate). Yield: 13.7%. Reaction SMILES: [CH:1]1(B(O)O)[CH2:3][CH2:2]1.C1(P(C2CCCCC2)C2CCCCC2)CCCCC1.P([O-])([O-])([O-])=O.[K+].[K+].[K+].Br[C:35]1[CH:36]=[CH:37][C:38]([C:41]([O:43][C:44]([CH3:47])([CH3:46])[CH3:45])=[O:42])=[N:39][CH:40]=1>C1(C)C=CC=CC=1.O.C([O-])(=O)C.[Pd+2].C([O-])(=O)C>[CH:1]1([C:35]2[CH:36]=[CH:37][C:38]([C:41]([O:43][C:44]([CH3:47])([CH3:46])[CH3:45])=[O:42])=[N:39][CH:40]=2)[CH2:3][CH2:2]1 |f:2.3.4.5,9.10.11|. Procedure: Cyclopropylboronic acid (43.2 mg), tricyclohexylphosphine (10.9 mg), palladium acetate (4.34 mg) and potassium phosphate (288 mg) were added to a mixed solution of tert-butyl 5-bromopyridine-2-carboxylate (100 mg) in toluene (2 mL) and water (100 μL), and the mixture was stirred at 100° C. for nine hours and 30 minutes. After returning to room temperature, water was added to the reaction solution. After extraction with ethyl acetate, the organic layer was concentrated under reduced pressure. The... The reactants are ClC1=NC(=C2N=CN(C2=N1)[C@H]1[C@H](OC(C)=O)[C@H](OC(C)=O)[C@H](O1)COC)Cl (2,6-dichloro-9-(2,3-di-O-acetyl-5-O-methyl-β-D-ribofuranosyl)-purine), C1(CCCC1)N (cyclopentylamine). The product is C1(CCCC1)NC=1C=2N=CN([C@H]3[C@H](O)[C@H](O)[C@@H](COC)O3)C2N=C(N1)Cl (N6-Cyclopentyl-2-chloro-5′-O-methyladenosine). As a reaction SMILES: [Cl:1][C:2]1[N:10]=[C:9]2[C:5]([N:6]=[CH:7][N:8]2[C@@H:11]2[O:23][C@H:22]([CH2:24][O:25][CH3:26])[C@@H:17]([O:18]C(=O)C)[C@H:12]2[O:13]C(=O)C)=[C:4](Cl)[N:3]=1.[CH:28]1([NH2:33])[CH2:32][CH2:31][CH2:30][CH2:29]1>>[CH:28]1([NH:33][C:4]2[C:5]3[N:6]=[CH:7][N:8]([C:9]=3[N:10]=[C:2]([Cl:1])[N:3]=2)[C@@H:11]2[O:23][C@H:22]([CH2:24][O:25][CH3:26])[C@@H:17]([OH:18])[C@H:12]2[OH:13])[CH2:32][CH2:31][CH2:30][CH2:29]1. Procedure: Method B. The reaction was carried out with 2,6-dichloro-9-(2,3-di-O-acetyl-5-O-methyl-β-D-ribofuranosyl)-purine (61, 505 mg, 1.2 mmol) and cyclopentylamine (1.8 mmol, 178 μL). The mixture was purified by column chromatography (eluens 2% MeOH in CH2Cl2). Yield 364 mg (0.95 mmol, 79%), mp 124–126° C.; Rf 0.15 (eluens 2% MeOH in CH2Cl2); 1H NMR (DMSO-d6) δ 8.33 (bs, 1H, NH), 8.30 (s, 1H, H-8), 5.81 (d, 1H, J=4.46 Hz, H-1′), 5.51 (d, 1H, J=3.36 Hz, OH-2′), 5.29 (d, 1H, J=3.32 Hz, OH-3′), 4.59–4.29 ... Reactants: COC(C1=CC(=CC=C1)NC1=C2N=CNC2=NC(=N1)Cl)=O (3-(2-chloro-9H-purin-6-yl-amino)-benzoic acid methyl ester), C(=O)([O-])[O-].[K+].[K+] (K2CO3), CN(C)C=O (DMF), C(C)I (ethyliodide). The solvent is O.CCOC(=O)C (water EtOAc). Conditions: time 30 minute. Product: COC(C1=CC(=CC=C1)NC1=C2N=CN(C2=NC(=N1)Cl)CC)=O (3-(2-chloro-9-ethyl-9H-purin-6-yl-amino)benzoic acid methyl ester). Yield: 68.9%. Reaction SMILES: [CH3:1][O:2][C:3](=[O:21])[C:4]1[CH:9]=[CH:8][CH:7]=[C:6]([NH:10][C:11]2[N:19]=[C:18]([Cl:20])[N:17]=[C:16]3[C:12]=2[N:13]=[CH:14][NH:15]3)[CH:5]=1.C([O-])([O-])=O.[K+].[K+].CN(C=O)C.[CH2:33](I)[CH3:34]>O.CCOC(C)=O>[CH3:1][O:2][C:3](=[O:21])[C:4]1[CH:9]=[CH:8][CH:7]=[C:6]([NH:10][C:11]2[N:19]=[C:18]([Cl:20])[N:17]=[C:16]3[C:12]=2[N:13]=[CH:14][N:15]3[CH2:33][CH3:34])[CH:5]=1 |f:1.2.3,6.7|. Reported procedure: A 750 ml flask is charged with 25.4 g (83.5 mmol) of 3-(2-chloro-9H-purin-6-yl-amino)-benzoic acid methyl ester, 12.95 g (93.7 mmol) of K2CO3 and 360 ml of DMF. The mixture is stirred at RT for 30 min, then 35.8 ml (443 mmol) ethyliodide are added under slight cooling. After completion, the mixture is poured into water/EtOAc (1.2 l each). The aqueous layer is extracted with ethyl acetate (2 fold). The combined organic layers are washed with water and brine, dried (Na2SO4), filtered and concentra...